describe an organic reaction: reactants, conditions, products, and yield From a dataset of the Open Reaction Database (ORD), a public repository of structured organic reaction records. The reactants are BrCc1ccccc1, CN(C)C=O, [Cl-], [H-], [NH4+], [Na+], O=C1C2CC3CC1CC(O)(C3)C2. Yields the product O=C1C2CC3CC1CC(OCc1ccccc1)(C3)C2. As a reaction SMILES: [Br:15][CH2:16][c:17]1[cH:18][cH:19][cH:20][cH:21][cH:22]1.[CH3:23][N:24]([CH3:25])[CH:26]=[O:27].[Cl-:28].[H-:13].[NH4+:29].[Na+:14].[O:1]=[C:2]1[CH:3]2[CH2:4][C:5]3([OH:12])[CH2:6][CH:7]([CH2:8][CH:9]1[CH2:10]3)[CH2:11]2>>[O:1]=[C:2]1[CH:3]2[CH2:4][C:5]3([O:12][CH2:16][c:17]4[cH:18][cH:19][cH:20][cH:21][cH:22]4)[CH2:6][CH:7]([CH2:8][CH:9]1[CH2:10]3)[CH2:11]2. Reactants: ClCCl, COc1cc(N)c(Cl)cc1C(=O)CCC1CCN(C(=O)OC(C)(C)C)CC1, O=C(O)C(F)(F)F. Yields the product COc1cc(N)c(Cl)cc1C(=O)CCC1CCNCC1. RXN SMILES: [CH2:35]([Cl:36])[Cl:37].[NH2:1][c:2]1[cH:3][c:4]([O:26][CH3:27])[c:5]([C:9]([CH2:10][CH2:11][CH:12]2[CH2:13][CH2:14][N:15]([C:18]([O:19][C:20]([CH3:21])([CH3:22])[CH3:23])=[O:24])[CH2:16][CH2:17]2)=[O:25])[cH:6][c:7]1[Cl:8].[OH:28][C:29]([C:30]([F:31])([F:32])[F:33])=[O:34]>>[NH2:1][c:2]1[cH:3][c:4]([O:26][CH3:27])[c:5]([C:9]([CH2:10][CH2:11][CH:12]2[CH2:13][CH2:14][NH:15][CH2:16][CH2:17]2)=[O:25])[cH:6][c:7]1[Cl:8].